The task is: describe an organic reaction: reactants, conditions, products, and yield. This data is from the Open Reaction Database (ORD), a public repository of structured organic reaction records. Starting materials: O=C([O-])[O-], C1COCCO1, CCOC(C)=O, [Cs+], [Cs+], COc1cc(Br)c(CN(Cc2cc(C(F)(F)F)cc(C(F)(F)F)c2)c2ncc(OCCCC(=O)OC(C)(C)C)cn2)cc1OC, COc1cc(F)c(C(C)C)cc1B(O)O, O. Product: COc1cc(CN(Cc2cc(C(F)(F)F)cc(C(F)(F)F)c2)c2ncc(OCCCC(=O)OC(C)(C)C)cn2)c(-c2cc(C(C)C)c(F)cc2OC)cc1OC. As a reaction SMILES: [C:61](=[O:62])([O-:63])[O-:64].[CH2:73]1[O:74][CH2:75][CH2:76][O:77][CH2:78]1.[CH3:67][CH2:68][O:69][C:70](=[O:71])[CH3:72].[Cs+:65].[Cs+:66].[F:1][C:2]([c:3]1[cH:4][c:5]([CH2:6][N:7]([c:8]2[n:9][cH:10][c:11]([O:14][CH2:15][CH2:16][CH2:17][C:18](=[O:19])[O:20][C:21]([CH3:22])([CH3:23])[CH3:24])[cH:12][n:13]2)[CH2:25][c:26]2[c:27]([Br:36])[cH:28][c:29]([O:34][CH3:35])[c:30]([O:32][CH3:33])[cH:31]2)[cH:37][c:38]([C:40]([F:41])([F:42])[F:43])[cH:39]1)([F:44])[F:45].[F:46][c:47]1[cH:48][c:49]([O:59][CH3:60])[c:50]([B:56]([OH:57])[OH:58])[cH:51][c:52]1[CH:53]([CH3:54])[CH3:55].[OH2:79]>>[F:1][C:2]([c:3]1[cH:4][c:5]([CH2:6][N:7]([c:8]2[n:9][cH:10][c:11]([O:14][CH2:15][CH2:16][CH2:17][C:18](=[O:19])[O:20][C:21]([CH3:22])([CH3:23])[CH3:24])[cH:12][n:13]2)[CH2:25][c:26]2[c:27](-[c:50]3[c:49]([O:59][CH3:60])[cH:48][c:47]([F:46])[c:52]([CH:53]([CH3:54])[CH3:55])[cH:51]3)[cH:28][c:29]([O:34][CH3:35])[c:30]([O:32][CH3:33])[cH:31]2)[cH:37][c:38]([C:40]([F:41])([F:42])[F:43])[cH:39]1)([F:44])[F:45]. Reactants: CC(NC(=O)OC(C)(C)C)C(=O)O, CN(C)c1ccncc1, Cl, Nc1ccc(Br)cn1, O, c1ccncc1. Product: CC(NC(=O)OC(C)(C)C)C(=O)Nc1ccc(Br)cn1. Reaction SMILES: [C:1]([CH3:2])([CH3:3])([CH3:4])[O:5][C:6](=[O:7])[NH:8][CH:9]([CH3:10])[C:11](=[O:12])[OH:13].[CH3:30][N:31]([CH3:32])[c:33]1[cH:34][cH:35][n:36][cH:37][cH:38]1.[ClH:22].[NH2:14][c:15]1[n:16][cH:17][c:18]([Br:21])[cH:19][cH:20]1.[OH2:23].[cH:24]1[cH:25][cH:26][n:27][cH:28][cH:29]1>>[C:1]([CH3:2])([CH3:3])([CH3:4])[O:5][C:6](=[O:7])[NH:8][CH:9]([CH3:10])[C:11](=[O:13])[NH:14][c:15]1[n:16][cH:17][c:18]([Br:21])[cH:19][cH:20]1. The reactants are C(C(C)C)(=O)Cl (isobutyryl chloride), [Sn](Cl)(Cl)(Cl)Cl (tin (IV) chloride), O (water), N1(C=CC=C1)N1C(C2=CC=CC=C2C1=O)=O (2-(1H-pyrrol-1-yl)-1H-isoindole-1,3(2H)dione). The solvent is C(Cl)Cl (DCM). Conditions: time 3 day. Yields the product CC(C(=O)C=1N(C=CC1)N1C(C2=CC=CC=C2C1=O)=O)C (2-[2-(2-Methyl-1-oxopropyl)-1H-pyrrol-1-yl]-1H-isoindole-1,3(2H)dione). Reaction SMILES: [C:1](Cl)(=[O:5])[CH:2]([CH3:4])[CH3:3].[Sn](Cl)(Cl)(Cl)Cl.[N:12]1([N:17]2[C:25](=[O:26])[C:24]3[C:19](=[CH:20][CH:21]=[CH:22][CH:23]=3)[C:18]2=[O:27])[CH:16]=[CH:15][CH:14]=[CH:13]1.O>C(Cl)Cl>[CH3:3][CH:2]([CH3:4])[C:1]([C:13]1[N:12]([N:17]2[C:25](=[O:26])[C:24]3[C:19](=[CH:20][CH:21]=[CH:22][CH:23]=3)[C:18]2=[O:27])[CH:16]=[CH:15][CH:14]=1)=[O:5]. Procedure: To a stirred solution of isobutyryl chloride (5.4 ml) in DCM (250 ml) was added tin (IV) chloride (5.8 ml) at -10° C. under nitrogen. After stirring for 15 minutes in the cooling bath, 2-(1H-pyrrol-1-yl)-1H-isoindole-1,3(2H)dione (10.0 g) was added portion-wise. The reaction mixture was allowed to warm to room temperature, and stir for three days, at which time it was poured into cold water. The layers were separated and the organic phase was washed twice with water, once with 5% HCl (aq.), and ... The reactants are product, FC=1C(=C(C(=O)O)C=CC1F)NC1=C(C=C(C=C1)SCC)F (3,4-difluoro-2-[[2-fluoro-4-(ethylthio)phenyl]amino]benzoic acid), C1=CN(C=N1)C(=O)N2C=CN=C2 (CDI), NOCCO (2-(aminooxy)ethanol). Product: FC=1C(=C(C(=O)NOCCO)C=CC1F)NC1=C(C=C(C=C1)SCC)F (3,4-difluoro-2-[[2-fluoro-4-(ethylthio)phenyl]amino]-N-(2-hydroxyethoxy)benzamide). Yield: 65.0%. As a reaction SMILES: [F:1][C:2]1[C:3]([NH:12][C:13]2[CH:18]=[CH:17][C:16]([S:19][CH2:20][CH3:21])=[CH:15][C:14]=2[F:22])=[C:4]([CH:8]=[CH:9][C:10]=1[F:11])[C:5]([OH:7])=O.C1N=CN(C(N2C=NC=C2)=O)C=1.[NH2:35][O:36][CH2:37][CH2:38][OH:39]>>[F:1][C:2]1[C:3]([NH:12][C:13]2[CH:18]=[CH:17][C:16]([S:19][CH2:20][CH3:21])=[CH:15][C:14]=2[F:22])=[C:4]([CH:8]=[CH:9][C:10]=1[F:11])[C:5]([NH:35][O:36][CH2:37][CH2:38][OH:39])=[O:7]. Reported procedure: The title compound was prepared from reaction of the product of Example 27, Step B, 3,4-difluoro-2-[[2-fluoro-4-(ethylthio)phenyl]amino]benzoic acid with CDI and 2-(aminooxy)ethanol by the general procedure of Example 1, Step E. Then, after workup, the crude solid triturated with Et2O and washed with pentane to afford 3,4-difluoro-2-[[2-fluoro-4-(ethylthio)phenyl]amino]-N-(2-hydroxyethoxy)benzamide as a white solid (65%); m.p. (Et2O) 129–132° C. 1H NMR [400 MHz, (CD3)2SO] δ 11.80 (br s, 1 H), 8.... Reaction SMILES: [CH3:1]C(C)([O-])C.[K+].[Cl:7][C:8]1[CH:13]=[CH:12][C:11]([C:14]([CH3:23])([CH2:17][N:18]2[CH:22]=[N:21][CH:20]=[N:19]2)CO)=[CH:10][CH:9]=1.CS(C)=O.[F:28][C:29]([F:33])=[C:30]([F:32])[F:31].[OH2:34]>C1COCC1.C(O)(C)(C)C>[N:18]1([CH:17]([CH3:1])[C:14]([C:11]2[CH:10]=[CH:9][C:8]([Cl:7])=[CH:13][CH:12]=2)([O:34][C:30]([F:32])([F:31])[CH:29]([F:33])[F:28])[CH3:23])[CH:22]=[N:21][CH:20]=[N:19]1 |f:0.1|. The reactants are FC(=C(F)F)F (tetrafluoroethylene), CC(C)([O-])C.[K+] (potassium tert-butoxide), ClC1=CC=C(C=C1)C(CO)(CN1N=CN=C1)C (2-(4-chlorphenyl)-2-methyl-3-(1,2,4-triazol-1-yl)-1-hydroxy-propane), O (water), CS(=O)C (DMSO). The product is N1(N=CN=C1)C(C(C)(OC(C(F)F)(F)F)C1=CC=C(C=C1)Cl)C (1-(1,2,4-triazol-1-yl)-2-(4-chlorophenyl)-2-(1,1,2,2-tetrafluoroethoxy)-methyl-propane). Run in C(C)(C)(C)O (tert. butanol), C1CCOC1 (THF). Reported procedure: An amount of 6.1 of potassium tert-butoxide is added, under nitrogen atmosphere at -10° C., to 1.9 g of 2-(4-chlorphenyl)-2-methyl-3-(1,2,4-triazol-1-yl)-1-hydroxy-propane dissolved in 6.5 ml of anhydrous THF, 13 ml. of anhydrous DMSO, and 13 ml of anhydrous tert. butanol. The apparatus is then first put under vacuum and tetrafluoroethylene is introduced by maintaining the reaction mass under this gas atmosphere over a time of one night, at room temperature. The reaction mixture then is poured i... Reactants: Cl.C(CCCCC)N (hexylamine hydrochloride), [N-](C#N)C#N.[Na+] (sodium dicyanamide). Solvent: C(CCC)O (butanol). Yields the product C(#N)NC(NCCCCCC)=N (3-cyano-1-hexylguanidine). As a reaction SMILES: Cl.[CH2:2]([NH2:8])[CH2:3][CH2:4][CH2:5][CH2:6][CH3:7].[N-:9]([C:12]#[N:13])[C:10]#[N:11].[Na+]>C(O)CCC>[C:10]([NH:9][C:12](=[NH:13])[NH:8][CH2:2][CH2:3][CH2:4][CH2:5][CH2:6][CH3:7])#[N:11] |f:0.1,2.3|. Procedure: A mixture of hexylamine hydrochloride (63.5 g.), sodium dicyanamide (44.5 g.) and butanol (200 ml.) was heated at reflux for 18 hours and then cooled. The mixture was filtered and the filtrate was evaporated to dryness. The residue was stirred with water and the isoluble solid was collected and crystallised from aqueous ethanol, to give 3-cyano-1-hexylguanidine, m.p. 103°-105°.